Dataset: the Open Reaction Database (ORD), a public repository of structured organic reaction records. Task: describe an organic reaction: reactants, conditions, products, and yield Starting materials: CC#N, CCN(C(C)C)C(C)C, Cc1ccc(N2CCc3ncnc(Cl)c3C2)c(C#N)c1, Cl, NCc1ccc2ccccc2n1. The product is Cc1ccc(N2CCc3ncnc(NCc4ccc5ccccc5n4)c3C2)c(C#N)c1. As a reaction SMILES: [CH3:43][C:44]#[N:45].[CH:34]([N:35]([CH2:36][CH3:37])[CH:38]([CH3:39])[CH3:40])([CH3:41])[CH3:42].[Cl:1][c:2]1[c:3]2[c:4]([n:5][cH:6][n:7]1)[CH2:8][CH2:9][N:10]([c:12]1[c:13]([C:14]#[N:15])[cH:16][c:17]([CH3:20])[cH:18][cH:19]1)[CH2:11]2.[ClH:21].[n:22]1[c:23]([CH2:32][NH2:33])[cH:24][cH:25][c:26]2[cH:27][cH:28][cH:29][cH:30][c:31]12>>[c:2]1([NH:33][CH2:32][c:23]2[n:22][c:31]3[c:26]([cH:25][cH:24]2)[cH:27][cH:28][cH:29][cH:30]3)[c:3]2[c:4]([n:5][cH:6][n:7]1)[CH2:8][CH2:9][N:10]([c:12]1[c:13]([C:14]#[N:15])[cH:16][c:17]([CH3:20])[cH:18][cH:19]1)[CH2:11]2. Starting materials: CS(=O)(=O)N (methane sulfonamide), C1(CCCCC1)P(C1=C(C=CC=C1)C1=C(C=C(C=C1C(C)C)C(C)C)C(C)C)C1CCCCC1 (2-dicyclohexylphosphino-2′,4′,6′-tri-isopropyl-1,1′-biphenyl), C([O-])([O-])=O.[Cs+].[Cs+] (cesium carbonate), ClC1=NC(=NC(=C1)SC)SCC1=C(C(=CC=C1)F)F (4-chloro-2-[(2,3-difluorobenzyl)thio]-6-(methylthio)pyrimidine), product, [Cl-].[NH4+] (ammonium chloride). The reagents and catalysts are C=1C=CC(=CC1)/C=C/C(=O)/C=C/C2=CC=CC=C2.C=1C=CC(=CC1)/C=C/C(=O)/C=C/C2=CC=CC=C2.C=1C=CC(=CC1)/C=C/C(=O)/C=C/C2=CC=CC=C2.[Pd].[Pd] (tris(dibenzylideneacetone)-dipalladium (0)). Solvent: O1CCOCC1 (dioxane). Conditions: temperature 100 celsius. Yields the product FC1=C(CSC2=NC(=CC(=N2)NS(=O)(=O)C)SC)C=CC=C1F (N-[2-[(2,3-Difluorobenzyl)thio]-6-(methylthio)pyrimidin-4-yl]methanesulfonamide). RXN SMILES: [CH3:1][S:2]([NH2:5])(=[O:4])=[O:3].C1(P(C2CCCCC2)C2C=CC=CC=2C2C(C(C)C)=CC(C(C)C)=CC=2C(C)C)CCCCC1.C(=O)([O-])[O-].[Cs+].[Cs+].Cl[C:47]1[CH:52]=[C:51]([S:53][CH3:54])[N:50]=[C:49]([S:55][CH2:56][C:57]2[CH:62]=[CH:61][CH:60]=[C:59]([F:63])[C:58]=2[F:64])[N:48]=1.[Cl-].[NH4+]>O1CCOCC1.C1C=CC(/C=C/C(/C=C/C2C=CC=CC=2)=O)=CC=1.C1C=CC(/C=C/C(/C=C/C2C=CC=CC=2)=O)=CC=1.C1C=CC(/C=C/C(/C=C/C2C=CC=CC=2)=O)=CC=1.[Pd].[Pd]>[F:64][C:58]1[C:59]([F:63])=[CH:60][CH:61]=[CH:62][C:57]=1[CH2:56][S:55][C:49]1[N:48]=[C:47]([NH:5][S:2]([CH3:1])(=[O:4])=[O:3])[CH:52]=[C:51]([S:53][CH3:54])[N:50]=1 |f:2.3.4,6.7,9.10.11.12.13|. Reported procedure: A mixture of methane sulfonamide (0.22 g), tris(dibenzylideneacetone)-dipalladium (0) (33 mg), 2-dicyclohexylphosphino-2′,4′,6′-tri-isopropyl-1,1′-biphenyl (XPHOS) (17 mg), cesium carbonate (0.58 g) and 4-chloro-2-[(2,3-difluorobenzyl)thio]-6-(methylthio)pyrimidine (the product of step i) (0.38 g) in dioxane (10 mL) was heated at 100° C. for 18 h. The mixture was cooled and saturated ammonium chloride was added and the resulting mixture extracted with EtOAc. The combined organic extracts were wa... Reactants: CN(C=O)C (N,N-dimethylformamide), COC1=CC=C2C=CC(N(C2=C1)CCCC1(CCNCC1)C(=O)OCC)=O (ethyl 4-(3-(7-methoxy-2-oxoquinolin-1(2H)-yl)propyl)piperidine-4-carboxylate), C([O-])([O-])=O.[K+].[K+] (potassium carbonate), C1(=CC=CC=C1)SCCBr (1-phenylthio-2-bromoethane). The solvent is O (water), C(C)(=O)OCC (ethyl acetate). Reaction conditions: temperature 57.5 celsius, time 4.5 hour. Yields the product COC1=CC=C2C=CC(N(C2=C1)CCCC1(CCN(CC1)CCSC1=CC=CC=C1)C(=O)OCC)=O (ethyl 4-(3-(7-methoxy-2-oxoquinolin-1(2H)-yl)propyl)-1-(2-(phenylthio)ethyl)piperidine-4-carboxylate). The yield is 68.1%. Reaction SMILES: CN(C)C=O.[CH3:6][O:7][C:8]1[CH:17]=[C:16]2[C:11]([CH:12]=[CH:13][C:14](=[O:32])[N:15]2[CH2:18][CH2:19][CH2:20][C:21]2([C:27]([O:29][CH2:30][CH3:31])=[O:28])[CH2:26][CH2:25][NH:24][CH2:23][CH2:22]2)=[CH:10][CH:9]=1.C(=O)([O-])[O-].[K+].[K+].[C:39]1([S:45][CH2:46][CH2:47]Br)[CH:44]=[CH:43][CH:42]=[CH:41][CH:40]=1>O.C(OCC)(=O)C>[CH3:6][O:7][C:8]1[CH:17]=[C:16]2[C:11]([CH:12]=[CH:13][C:14](=[O:32])[N:15]2[CH2:18][CH2:19][CH2:20][C:21]2([C:27]([O:29][CH2:30][CH3:31])=[O:28])[CH2:26][CH2:25][N:24]([CH2:47][CH2:46][S:45][C:39]3[CH:44]=[CH:43][CH:42]=[CH:41][CH:40]=3)[CH2:23][CH2:22]2)=[CH:10][CH:9]=1 |f:2.3.4|. Reported procedure: To 2.5 mL of an N,N-dimethylformamide solution containing 0.10 g of ethyl 4-(3-(7-methoxy-2-oxoquinolin-1(2H)-yl)propyl)piperidine-4-carboxylate, 74 mg of potassium carbonate and 64 mg of 1-phenylthio-2-bromoethane were added at room temperature, and stirred at 55-60° C. for 4.5 hours. After the reaction mixture was cooled to room temperature, ethyl acetate and water were added. The organic layer was separated, was washed with aqueous saturated sodium chloride solution, dried over anhydrous magn... The product is CN1CCN(CCC1)C1=CC(=C(C=C1)[N+](=O)[O-])OC(C)C (4-(4-methyl-1,4-diazepan-1-yl)-2-(propan-2-yloxy)nitrobenzene). As a reaction SMILES: Br[C:2]1[CH:7]=[CH:6][C:5]([N+:8]([O-:10])=[O:9])=[C:4]([O:11][CH:12]([CH3:14])[CH3:13])[CH:3]=1.C(=O)([O-])[O-].[Cs+].[Cs+].[CH3:21][N:22]1[CH2:28][CH2:27][CH2:26][NH:25][CH2:24][CH2:23]1.CC1(C)C2C=CC=C(P(C3C=CC=CC=3)C3C=CC=CC=3)C=2OC2C1=CC=CC=2P(C1C=CC=CC=1)C1C=CC=CC=1>O1CCOCC1.C(OCC)(=O)C.C1C=CC(/C=C/C(/C=C/C2C=CC=CC=2)=O)=CC=1.C1C=CC(/C=C/C(/C=C/C2C=CC=CC=2)=O)=CC=1.C1C=CC(/C=C/C(/C=C/C2C=CC=CC=2)=O)=CC=1.[Pd].[Pd]>[CH3:21][N:22]1[CH2:28][CH2:27][CH2:26][N:25]([C:2]2[CH:7]=[CH:6][C:5]([N+:8]([O-:10])=[O:9])=[C:4]([O:11][CH:12]([CH3:14])[CH3:13])[CH:3]=2)[CH2:24][CH2:23]1 |f:1.2.3,8.9.10.11.12|. Yield: 39.0%. The reactants are BrC1=CC(=C(C=C1)[N+](=O)[O-])OC(C)C (4-bromo-1-nitro-2-(propan-2-yloxy)benzene), C([O-])([O-])=O.[Cs+].[Cs+] (caesium carbonate), CN1CCNCCC1 (N-methylhomopiperazine), CC1(C2=CC=CC(=C2OC=2C(=CC=CC12)P(C1=CC=CC=C1)C1=CC=CC=C1)P(C1=CC=CC=C1)C1=CC=CC=C1)C (9,9-dimethyl-4,5-bis(diphenylphosphino)xanthene). Reagents/catalysts: C=1C=CC(=CC1)/C=C/C(=O)/C=C/C2=CC=CC=C2.C=1C=CC(=CC1)/C=C/C(=O)/C=C/C2=CC=CC=C2.C=1C=CC(=CC1)/C=C/C(=O)/C=C/C2=CC=CC=C2.[Pd].[Pd] (tris(dibenzylideneacetone)dipalladium(0)). Solvent: O1CCOCC1 (1,4-dioxane), C(C)(=O)OCC (ethyl acetate). Conditions: temperature 150 celsius, time 10 minute. Procedure details: A mixture of 250 mg of 4-bromo-1-nitro-2-(propan-2-yloxy)benzene, 1.13 g of caesium carbonate, 197 mg of N-methylhomopiperazine, 47.5 mg of tris(dibenzylideneacetone)dipalladium(0) and 50 mg of 9,9-dimethyl-4,5-bis(diphenylphosphino)xanthene in 5 ml of 1,4-dioxane is microwave-heated in a sealed tube, at 150° C. for 30 min, and then 200° C. for 10 min. The mixture is diluted with ethyl acetate and filtered on Clarcel. The Clarcel is washed with ethyl acetate and the organic phase is washed with ... The reactants are FC(CN1N=CC(=C1)N)(F)F (1-(2,2,2-trifluoroethyl)-1H-pyrazol-4-amine), ClC1=NC=C(C(=N1)CCC1=C(C=CC=C1)C1(CC1)C(=O)N)Cl (1-(2-(2-(2,5-dichloropyrimidin-4-yl)ethyl)phenyl)cyclopropanecarboxamide), CC=1C=CC(=CC1)S(=O)(=O)O.O (TsOH.H2O). Run in O1CCOCC1 (1,4-dioxane). Reaction conditions: temperature 120 celsius. Yields the product ClC=1C(=NC(=NC1)NC=1C=NN(C1)CC(F)(F)F)CCC1=C(C=CC=C1)C1(CC1)C(=O)N (1-(2-(2-(5-Chloro-2-((1-(2,2,2-trifluoroethyl)-1H-pyrazol-4-yl)amino)pyrimidin-4-yl)ethyl)phenyl)cyclopropanecarboxamide). The yield is 26.0%. As a reaction SMILES: [F:1][C:2]([F:11])([F:10])[CH2:3][N:4]1[CH:8]=[C:7]([NH2:9])[CH:6]=[N:5]1.Cl[C:13]1[N:18]=[C:17]([CH2:19][CH2:20][C:21]2[CH:26]=[CH:25][CH:24]=[CH:23][C:22]=2[C:27]2([C:30]([NH2:32])=[O:31])[CH2:29][CH2:28]2)[C:16]([Cl:33])=[CH:15][N:14]=1.CC1C=CC(S(O)(=O)=O)=CC=1.O>O1CCOCC1>[Cl:33][C:16]1[C:17]([CH2:19][CH2:20][C:21]2[CH:26]=[CH:25][CH:24]=[CH:23][C:22]=2[C:27]2([C:30]([NH2:32])=[O:31])[CH2:29][CH2:28]2)=[N:18][C:13]([NH:9][C:7]2[CH:6]=[N:5][N:4]([CH2:3][C:2]([F:1])([F:10])[F:11])[CH:8]=2)=[N:14][CH:15]=1 |f:2.3|. Procedure details: A mixture of 1-(2,2,2-trifluoroethyl)-1H-pyrazol-4-amine (0.160 g, 0.967 mmol), 1-(2-(2-(2,5-dichloropyrimidin-4-yl)ethyl)phenyl)cyclopropanecarboxamide A14 (0.101 g, 0.300 mmol) and TsOH.H2O (0.010 g, 0.051 mmol) in 1,4-dioxane (2.0 mL) was heated to 120° C. for 3 hours in the microwave. The mixture was concentrated under reduced pressure and purified using silica gel column chromatography (0-100% EtOAc in petroleum benzine 40-60° C.) to give the title compound 29 (0.036 g, 26%). LCMS-D: rt 3.4...